From a dataset of the Open Reaction Database (ORD), a public repository of structured organic reaction records. describe an organic reaction: reactants, conditions, products, and yield Reactants: [H-].[Na+] (sodium hydride), COC(C(C1=CC=C(C=C1)O)=O)=O (4-hydroxy-alpha-oxobenzeneacetic acid methyl ester), S(C)(=O)(=O)[O-] (mesylate), OCCOC1=CC2=CC3=CC=CC=C3C=C2C=C1 (2-(2-hydroxyethoxy)anthracene). The reagents and catalysts are C(C)(=O)O (acetic acid). Run in CN(C=O)C (dimethylformamide). Run at temperature 60 celsius, time 15 minute. Product: COC(C(C1=CC=C(C=C1)OCCOC1=CC2=CC3=CC=CC=C3C=C2C=C1)=O)=O (4-[[2-(2anthracenyloxy)ethyl]oxy]-alpha-oxobenzeneacetic acid methyl ester). Yield: 46.6%. RXN SMILES: [CH3:1][O:2][C:3](=[O:13])[C:4](=[O:12])[C:5]1[CH:10]=[CH:9][C:8]([OH:11])=[CH:7][CH:6]=1.[H-].[Na+].S([O-])(=O)(=O)C.O[CH2:22][CH2:23][O:24][C:25]1[CH:38]=[CH:37][C:36]2[C:27](=[CH:28][C:29]3[C:34]([CH:35]=2)=[CH:33][CH:32]=[CH:31][CH:30]=3)[CH:26]=1>CN(C)C=O.C(O)(=O)C>[CH3:1][O:2][C:3](=[O:13])[C:4](=[O:12])[C:5]1[CH:10]=[CH:9][C:8]([O:11][CH2:22][CH2:23][O:24][C:25]2[CH:38]=[CH:37][C:36]3[C:27](=[CH:28][C:29]4[C:34]([CH:35]=3)=[CH:33][CH:32]=[CH:31][CH:30]=4)[CH:26]=2)=[CH:7][CH:6]=1 |f:1.2|. Procedure: A stirred mixture of 4-hydroxy-alpha-oxobenzeneacetic acid methyl ester (0.724 g) in dimethylformamide (10 mL) under argon was treated with 55% sodium hydride (0.175 g), stirred for 15 minutes and treated with the mesylate of 2-(2-hydroxyethoxy)anthracene (1.26 g). The mixture was heated under argon at 60° C. overnight. The cooled mixture was treated with glacial acetic acid (2 drops) and the volatiles were removed under vacuum. The residue was mixed with water and the solids were filtered off, ... Starting materials: CC1=C(C(=O)OCC)C=C(C=C1)NC(C1=CC(=C(C=C1)CN1CCN(CC1)C)C(F)(F)F)=O (Ethyl 2-methyl-5-(4-((4-methylpiperazin-1-yl)methyl)-3-(trifluoromethyl)benzamido)benzoate), [H-].[Al+3].[Li+].[H-].[H-].[H-] (Lithium aluminium hydride), [O-]S(=O)(=O)[O-].[Mg+2] (MgSO4), O (water). Solvent: C1CCOC1 (THF), C(C)OCC (ethyl ether). Conditions: time 2 hour. Yields the product OCC=1C=C(C=CC1C)NC(C1=CC(=C(C=C1)CN1CCN(CC1)C)C(F)(F)F)=O (N-(3-(hydroxymethyl)-4-methylphenyl)-4-((4-methylpiperazin-1-yl)methyl)-3-(trifluoromethyl)benzamide). Isolated yield 84.0%. Reaction SMILES: [CH3:1][C:2]1[CH:12]=[CH:11][C:10]([NH:13][C:14](=[O:33])[C:15]2[CH:20]=[CH:19][C:18]([CH2:21][N:22]3[CH2:27][CH2:26][N:25]([CH3:28])[CH2:24][CH2:23]3)=[C:17]([C:29]([F:32])([F:31])[F:30])[CH:16]=2)=[CH:9][C:3]=1[C:4](OCC)=[O:5].[H-].[Al+3].[Li+].[H-].[H-].[H-].O.[O-]S([O-])(=O)=O.[Mg+2]>C1COCC1.C(OCC)C>[OH:5][CH2:4][C:3]1[CH:9]=[C:10]([NH:13][C:14](=[O:33])[C:15]2[CH:20]=[CH:19][C:18]([CH2:21][N:22]3[CH2:23][CH2:24][N:25]([CH3:28])[CH2:26][CH2:27]3)=[C:17]([C:29]([F:32])([F:30])[F:31])[CH:16]=2)[CH:11]=[CH:12][C:2]=1[CH3:1] |f:1.2.3.4.5.6,8.9|. Reported procedure: To a solution Ethyl 2-methyl-5-(4-((4-methylpiperazin-1-yl)methyl)-3-(trifluoromethyl)benzamido)benzoate (300 mg, 0.65 mmol) in dried THF (2.2 mL) was added Lithium aluminium hydride 2.0M THF solution (0.48 mL, 0.98 mmol) at 0° C. The reaction mixture was stirred for 2 hours at room temperature. When the reaction was completed, the reaction mixture was diluted with ethyl ether (2.0 mL) and added water very slowly to decompose the excess of the reagent. To a reaction mixture was added MgSO4, celi... The reactants are C(C)(=O)O (acetic acid), [H-].[Na+] (NaH), 10-propargyl-10-dAM, COC(CC1=CC=C(C(=O)OC)C=C1)=O (homoterephthalic acid dimethyl ester), COC(CC1=CC=C(C(=O)OC)C=C1)=O (homoterephthalic acid dimethyl ester), C(C#C)Br (Propargyl bromide). Run in O (water), C1CCOC1 (THF), C1CCOC1 (THF). Conditions: temperature 0 celsius, time 1 hour. The product is COC(C(C1=CC=C(C(=O)OC)C=C1)CC#C)=O (α-propargylhomoterephthalic acid dimethyl ester), ( 4.66 ). RXN SMILES: [H-].[Na+].[CH3:3][O:4][C:5](=[O:17])[CH2:6][C:7]1[CH:16]=[CH:15][C:10]([C:11]([O:13][CH3:14])=[O:12])=[CH:9][CH:8]=1.[CH2:18](Br)[C:19]#[CH:20].C(O)(=O)C>C1COCC1.O>[CH3:3][O:4][C:5](=[O:17])[CH:6]([CH2:20][C:19]#[CH:18])[C:7]1[CH:16]=[CH:15][C:10]([C:11]([O:13][CH3:14])=[O:12])=[CH:9][CH:8]=1 |f:0.1|. Procedure details: FIG. 4 shows a synthetic scheme useful in preparing 10-propargyl-10-dAM in accordance with the invention. A mixture of 60% NaH in oil dispersion (1.06 g, 26.5 mmol) in 18 mL of sieve-dried THF was cooled to 0° C. The cold mixture was treated with a solution of homoterephthalic acid dimethyl ester (5.0 g, 24 mmol. compound 1 in FIG. 4) in dry THF (7 mL), and the mixture was stirred for 1 hour at 0° C. Propargyl bromide (26.4 mmol) was added, and the mixture was stirred at 0° C. for an additional ... Starting materials: COC(=O)C=1SC(=CC1N1C([C@@](OC[C@H]1C1CCCCC1)(C)CC=C)=O)C#CC(C)(C)C (3-((2R,5R)-2-allyl-5-cyclohexyl-2-methyl-3-oxo-morpholin-4-yl)-5-(3,3-dimethyl-but-1-ynyl)-thiophene-2-carboxylic acid methyl ester), B1C2CCCC1CCC2 (9-BBN), OO (H2O2), [OH-].[Na+] (NaOH). Solvent: C1CCOC1 (THF), CCO (EtOH). Reaction conditions: time 2 hour. Yields the product C1(CCCCC1)[C@@H]1CO[C@](C(N1C1=C(SC(=C1)C#CC(C)(C)C)C(=O)O)=O)(C)CCCO (3-[(2R,5R)-5-Cyclohexyl-2-(3-hydroxy-propyl)-2-methyl-3-oxo-morpholin-4-yl]-5-(3,3-dimethyl-but-1-ynyl)-thiophene-2-carboxylic acid). RXN SMILES: C[O:2][C:3]([C:5]1[S:6][C:7]([C:27]#[C:28][C:29]([CH3:32])([CH3:31])[CH3:30])=[CH:8][C:9]=1[N:10]1[C@H:15]([CH:16]2[CH2:21][CH2:20][CH2:19][CH2:18][CH2:17]2)[CH2:14][O:13][C@@:12]([CH2:23][CH:24]=[CH2:25])([CH3:22])[C:11]1=[O:26])=[O:4].B1C2CCCC1CCC2.[OH-:42].[Na+].OO>C1COCC1.CCO>[CH:16]1([C@H:15]2[N:10]([C:9]3[CH:8]=[C:7]([C:27]#[C:28][C:29]([CH3:32])([CH3:30])[CH3:31])[S:6][C:5]=3[C:3]([OH:2])=[O:4])[C:11](=[O:26])[C@:12]([CH2:23][CH2:24][CH2:25][OH:42])([CH3:22])[O:13][CH2:14]2)[CH2:17][CH2:18][CH2:19][CH2:20][CH2:21]1 |f:2.3|. Procedure: To a solution of 3-((2R,5R)-2-allyl-5-cyclohexyl-2-methyl-3-oxo-morpholin-4-yl)-5-(3,3-dimethyl-but-1-ynyl)-thiophene-2-carboxylic acid methyl ester (50 mg, 0.11 mmol, 1.0 equiv) in THF (1.0 mL) was added 9-BBN (0.5 M solution in THF, 0.55 ml, 0.27 mmol, 2.5 equiv) at 0° C. The reaction mixture was then stirred at room temperature for 2 hours. To the solution was then cooled in an ice water bath and was added EtOH, followed by aq. NaOH solution and H2O2 aq. solution. During addition the reaction... The reactants are CCN(C(C)C)C(C)C, O=C(O)c1ccc(F)nc1, O=C(Nc1ccc(C2CCNCC2)cc1)c1cc(-c2ccccc2)cs1, C1COCCO1. Product: O=C(O)c1ccc(N2CCC(c3ccc(NC(=O)c4cc(-c5ccccc5)cs4)cc3)CC2)nc1. As a reaction SMILES: [CH:37]([N:38]([CH:39]([CH3:40])[CH3:41])[CH2:42][CH3:43])([CH3:44])[CH3:45].[F:27][c:28]1[n:29][cH:30][c:31]([C:32](=[O:33])[OH:34])[cH:35][cH:36]1.[NH:1]1[CH2:2][CH2:3][CH:4]([c:7]2[cH:8][cH:9][c:10]([NH:13][C:14](=[O:15])[c:16]3[s:17][cH:18][c:19](-[c:21]4[cH:22][cH:23][cH:24][cH:25][cH:26]4)[cH:20]3)[cH:11][cH:12]2)[CH2:5][CH2:6]1.[O:46]1[CH2:47][CH2:48][O:49][CH2:50][CH2:51]1>>[N:1]1([c:28]2[n:29][cH:30][c:31]([C:32](=[O:33])[OH:34])[cH:35][cH:36]2)[CH2:2][CH2:3][CH:4]([c:7]2[cH:8][cH:9][c:10]([NH:13][C:14](=[O:15])[c:16]3[s:17][cH:18][c:19](-[c:21]4[cH:22][cH:23][cH:24][cH:25][cH:26]4)[cH:20]3)[cH:11][cH:12]2)[CH2:5][CH2:6]1. Starting materials: C1CCOC1, Cc1ccccc1CN(c1ccc(C#N)c(Cl)c1)C1CC(=O)N(CC(O)CO)C1, [O-][I+3]([O-])([O-])[O-], [Na+]. The product is Cc1ccccc1CN(c1ccc(C#N)c(Cl)c1)C1CC(=O)N(CC=O)C1. As a reaction SMILES: [CH2:36]1[O:37][CH2:38][CH2:39][CH2:40]1.[Cl:7][c:8]1[c:9]([C:10]#[N:11])[cH:12][cH:13][c:14]([N:16]([CH2:17][c:18]2[c:19]([CH3:24])[cH:20][cH:21][cH:22][cH:23]2)[CH:25]2[CH2:26][N:27]([CH2:31][CH:32]([CH2:33][OH:34])[OH:35])[C:28](=[O:30])[CH2:29]2)[cH:15]1.[I+3:1]([O-:2])([O-:3])([O-:4])[O-:5].[Na+:6]>>[Cl:7][c:8]1[c:9]([C:10]#[N:11])[cH:12][cH:13][c:14]([N:16]([CH2:17][c:18]2[c:19]([CH3:24])[cH:20][cH:21][cH:22][cH:23]2)[CH:25]2[CH2:26][N:27]([CH2:31][CH:32]=[O:35])[C:28](=[O:30])[CH2:29]2)[cH:15]1.